This data is from the Open Reaction Database (ORD), a public repository of structured organic reaction records. The task is: describe an organic reaction: reactants, conditions, products, and yield Reactants: Cl (HCl), S1C(=NC2=C1C=CC=C2)NC(=O)C=2C=CC=C1CCN(CC21)C=2SC(=C(N2)C(=O)OC)CCCOS(=O)(=O)C2=CC=C(C)C=C2 (methyl 2-(8-(benzo[d]thiazol-2-ylcarbamoyl)-3,4-dihydroisoquinolin-2(1H)-yl)-5-(3-(tosyloxy)propyl)thiazole-4-carboxylate), OC1=C2C=CN=CC2=CC=C1 (5-hydroxyisoquinoline), C(=O)([O-])[O-].[Cs+].[Cs+] (Cs2CO3). The solvent is CC(=O)N(C)C (DMA), [OH-].[Na+] (NaOH). Conditions: time 8 hour. Yields the product S1C(=NC2=C1C=CC=C2)NC(=O)C=2C=CC=C1CCN(CC21)C=2SC(=C(N2)C(=O)O)CCCOC=2C=C1C=CN=CC1=CC2 (2-(8-(Benzo[d]thiazol-2-ylcarbamoyl)-3,4-dihydroisoquinolin-2(1H)-yl)-5-(3-(isoquinolin-6-yloxy)propyl)thiazole-4-carboxylic acid). As a reaction SMILES: [S:1]1[C:5]2[CH:6]=[CH:7][CH:8]=[CH:9][C:4]=2[N:3]=[C:2]1[NH:10][C:11]([C:13]1[CH:14]=[CH:15][CH:16]=[C:17]2[C:22]=1[CH2:21][N:20]([C:23]1[S:24][C:25]([CH2:32][CH2:33][CH2:34][O:35]S(C3C=CC(C)=CC=3)(=O)=O)=[C:26](C(OC)=O)[N:27]=1)[CH2:19][CH2:18]2)=[O:12].O[C:47]1[CH:56]=[CH:55][CH:54]=[C:53]2[C:48]=1[CH:49]=[CH:50][N:51]=[CH:52]2.[C:57]([O-:60])([O-])=[O:58].[Cs+].[Cs+].Cl>CC(N(C)C)=O.[OH-].[Na+]>[S:1]1[C:5]2[CH:6]=[CH:7][CH:8]=[CH:9][C:4]=2[N:3]=[C:2]1[NH:10][C:11]([C:13]1[CH:14]=[CH:15][CH:16]=[C:17]2[C:22]=1[CH2:21][N:20]([C:23]1[S:24][C:25]([CH2:32][CH2:33][CH2:34][O:35][C:56]3[CH:47]=[C:48]4[C:53](=[CH:54][CH:55]=3)[CH:52]=[N:51][CH:50]=[CH:49]4)=[C:26]([C:57]([OH:60])=[O:58])[N:27]=1)[CH2:19][CH2:18]2)=[O:12] |f:2.3.4,7.8|. Procedure: The title compound 2-(8-(benzo[d]thiazol-2-ylcarbamoyl)-3,4-dihydroisoquinolin-2(1H)-yl)-5-(3-(isoquinolin-6-yloxy)propyl)thiazole-4-carboxylic acid (8) was prepared by the following procedure: To a solution of methyl 2-(8-(benzo[d]thiazol-2-ylcarbamoyl)-3,4-dihydroisoquinolin-2(1H)-yl)-5-(3-(tosyloxy)propyl)thiazole-4-carboxylate (8F) (133 mg, 0.2 mmol) and 5-hydroxyisoquinoline (45 mg, 0.3 mmol) in DMA (3 mL) was added Cs2CO3 (50 mg, 0.3 mmol). The mixture was stirred at rt overnight and was d... The reactants are CN(C)C1Cn2c(-c3ccnc(S(C)(=O)=O)n3)c(-c3ccc(F)cc3)c(=O)n2C1, CC(N)c1ccccc1, Cc1ccccc1. Yields the product CC(Nc1nccc(-c2c(-c3ccc(F)cc3)c(=O)n3n2CC(N(C)C)C3)n1)c1ccccc1. As a reaction SMILES: [CH3:1][N:2]([CH:3]1[CH2:4][n:5]2[n:6]([c:8](=[O:28])[c:9](-[c:21]3[cH:22][cH:23][c:24]([F:27])[cH:25][cH:26]3)[c:10]2-[c:11]2[n:12][c:13]([S:17]([CH3:18])(=[O:19])=[O:20])[n:14][cH:15][cH:16]2)[CH2:7]1)[CH3:29].[CH3:30][CH:31]([c:32]1[cH:33][cH:34][cH:35][cH:36][cH:37]1)[NH2:38].[CH3:39][c:40]1[cH:41][cH:42][cH:43][cH:44][cH:45]1>>[CH3:1][N:2]([CH:3]1[CH2:4][n:5]2[n:6]([c:8](=[O:28])[c:9](-[c:21]3[cH:22][cH:23][c:24]([F:27])[cH:25][cH:26]3)[c:10]2-[c:11]2[n:12][c:13]([NH:38][CH:31]([CH3:30])[c:32]3[cH:33][cH:34][cH:35][cH:36][cH:37]3)[n:14][cH:15][cH:16]2)[CH2:7]1)[CH3:29]. The reactants are CC(C)COC(=O)C(C)N, O=C(O)Cc1nc(-c2ccccc2)ns1. Product: CC(C)COC(=O)C(C)NC(=O)Cc1nc(-c2ccccc2)ns1. RXN SMILES: [CH2:16]([CH:17]([CH3:18])[CH3:19])[O:20][C:21]([CH:22]([NH2:23])[CH3:24])=[O:25].[c:1]1(-[c:7]2[n:8][s:9][c:10]([CH2:12][C:13](=[O:14])[OH:15])[n:11]2)[cH:2][cH:3][cH:4][cH:5][cH:6]1>>[c:1]1(-[c:7]2[n:8][s:9][c:10]([CH2:12][C:13](=[O:15])[NH:23][CH:22]([C:21]([O:20][CH2:16][CH:17]([CH3:18])[CH3:19])=[O:25])[CH3:24])[n:11]2)[cH:2][cH:3][cH:4][cH:5][cH:6]1. The reactants are CNN (methyl hydrazine), ClC1=CC=C(C=C1)S(=O)(=O)N1C2C(C(CC1CCC2)=O)=CO (9-(4-chlorophenylsulfonyl)-2-(hydroxymethylene)-9-azabicyclo[3.3.1]nonan-3-one). Yields the product ClC1=CC=C(C=C1)S(=O)(=O)N1C2C=3C=NN(C3CC1CCC2)C (12-(4-Chloro-benzenesulfonyl)-5-methyl-4,5,12-triaza-tricyclo[6.3.1.02,6]dodeca-2(6),3-diene). As a reaction SMILES: [CH3:1][NH:2][NH2:3].[Cl:4][C:5]1[CH:10]=[CH:9][C:8]([S:11]([N:14]2[CH:19]3[CH2:20][CH2:21][CH2:22][CH:15]2[C:16](=[CH:24]O)[C:17](=O)[CH2:18]3)(=[O:13])=[O:12])=[CH:7][CH:6]=1>>[Cl:4][C:5]1[CH:10]=[CH:9][C:8]([S:11]([N:14]2[CH:19]3[CH2:20][CH2:21][CH2:22][CH:15]2[C:16]2[CH:24]=[N:3][N:2]([CH3:1])[C:17]=2[CH2:18]3)(=[O:13])=[O:12])=[CH:7][CH:6]=1. Procedure details: Prepared as described in Example 5 using methyl hydrazine and 9-(4-chlorophenylsulfonyl)-2-(hydroxymethylene)-9-azabicyclo[3.3.1]nonan-3-one which was prepared as described in Example 34. The reactants are O=C1CCC(=O)N1Br, CCOC(C)=O, CCOC(=O)c1ccc(C)c(F)c1, CCC(C#N)N=NC(C#N)CC, [Na+], [Na+], O=S([O-])([O-])=S. Product: CCOC(=O)c1ccc(CBr)c(F)c1. As a reaction SMILES: [Br:14][N:15]1[C:16](=[O:17])[CH2:18][CH2:19][C:20]1=[O:21].[CH3:41][CH2:42][O:43][C:44](=[O:45])[CH3:46].[F:1][c:2]1[cH:3][c:4]([C:5](=[O:6])[O:7][CH2:8][CH3:9])[cH:10][cH:11][c:12]1[CH3:13].[N:22]([CH:23]([CH2:24][CH3:25])[C:26]#[N:27])=[N:28][CH:29]([CH2:30][CH3:31])[C:32]#[N:33].[Na+:39].[Na+:40].[S:34]([O-:35])([O-:36])(=[O:37])=[S:38]>>[F:1][c:2]1[cH:3][c:4]([C:5](=[O:6])[O:7][CH2:8][CH3:9])[cH:10][cH:11][c:12]1[CH2:13][Br:14]. Starting materials: Boc, C(#N)C(C1=NC(=NC=C1)NC1CCN(CC1)NC(=O)OC(C)(C)C)=C1SC=C(N1)CC (tert-butyl 4-({4-[cyano(4-ethyl-1,3-thiazol-2(3H)-ylidene)methyl]pyrimidin-2-yl}amino)piperidine-1-carbamate), C(=O)(C(F)(F)F)O (TFA). The solvent is C(Cl)Cl (DCM). Yields the product N1CCC(CC1)NC1=NC=CC(=N1)C(C#N)=C1SC=C(N1)CC ({2-[(piperidin-4-yl)amino]pyrimidin-4-yl}(4-ethyl-1,3-thiazol-2(3H)-ylidene)acetonitrile). As a reaction SMILES: [C:1]([C:3](=[C:25]1[NH:29][C:28]([CH2:30][CH3:31])=[CH:27][S:26]1)[C:4]1[CH:9]=[CH:8][N:7]=[C:6]([NH:10][CH:11]2[CH2:16][CH2:15][N:14](NC(OC(C)(C)C)=O)[CH2:13][CH2:12]2)[N:5]=1)#[N:2].C(O)(C(F)(F)F)=O>C(Cl)Cl>[NH:14]1[CH2:13][CH2:12][CH:11]([NH:10][C:6]2[N:5]=[C:4]([C:3](=[C:25]3[NH:29][C:28]([CH2:30][CH3:31])=[CH:27][S:26]3)[C:1]#[N:2])[CH:9]=[CH:8][N:7]=2)[CH2:16][CH2:15]1. Reported procedure: The Boc protected tert-butyl 4-({4-[cyano(4-ethyl-1,3-thiazol-2(3H)-ylidene)methyl]pyrimidin-2-yl}amino)piperidine-1-carbamate was treated with a solution of 20% TFA in DCM overnight at rt, affording the title compound as a diTFA salt after evaporation of the solvent (52.5%). The reactants are C1(CCCCC1)N(C(NC=1SC(=CN1)SCC(=O)O)=O)CCC1=CC=CC=C1 ([2-(3-cyclohexyl-3-phenethyl-ureido)-thiazol-5-ylsulfanyl]-acetic acid), C(CCC)N (n-butylamine), C1(CCCCC1)=O (cyclohexanone), C(C)OC(CC)=O (propionic acid ethyl ester). Yields the product C(CCC)N(C(NC=1SC(=CN1)SCCC(=O)O)=O)C1CCCCC1 (3-[2-(3-Butyl-3-cyclohexyl-ureido)-thiazol-5-ylsulfanyl]-propionic acid). RXN SMILES: [CH:1]1([N:7]([CH2:21][CH2:22][C:23]2[CH:28]=CC=CC=2)[C:8](=[O:20])[NH:9][C:10]2[S:11][C:12]([S:15][CH2:16][C:17](O)=O)=[CH:13][N:14]=2)[CH2:6][CH2:5][CH2:4][CH2:3][CH2:2]1.C(N)CCC.C1(=O)CCCCC1.C([O:43][C:44](=[O:47])CC)C>>[CH2:21]([N:7]([CH:1]1[CH2:2][CH2:3][CH2:4][CH2:5][CH2:6]1)[C:8](=[O:20])[NH:9][C:10]1[S:11][C:12]([S:15][CH2:16][CH2:17][C:44]([OH:47])=[O:43])=[CH:13][N:14]=1)[CH2:22][CH2:23][CH3:28]. Procedure details: Prepared as described for the synthesis of [2-(3-cyclohexyl-3-phenethyl-ureido)-thiazol-5-ylsulfanyl]-acetic acid, from n-butylamine, cyclohexanone and 2-amino-thiazol-5-ylsulfanyl)-propionic acid ethyl ester.